Dataset: the Open Reaction Database (ORD), a public repository of structured organic reaction records. Task: describe an organic reaction: reactants, conditions, products, and yield Product: N1(CCC1)C(=O)C1=CC=C(C=N1)OC=1C=C(C(=O)O)C=C(C1)O[C@H](COC)C (3-{[6-(Azetidin-1-ylcarbonyl)pyridin-3-yl]oxy}-5-{[(1S)-1-methyl-2-(methyloxy)ethyl]oxy}benzoic acid). The reactants are N1(CCC1)C(=O)C1=NC=C(C=C1)Br (2-(azetidin-1-ylcarbonyl)-5-bromopyridine), OC=1C=C(C(=O)OC)C=C(C1)O[C@H](COC)C (methyl 3-hydroxy-5-[(1S)-2-methoxy-(1-methylethyl)oxy]benzoate). Reported procedure: 3-{[6-(Azetidin-1-ylcarbonyl)pyridin-3-yl]oxy}-5-{[(1S)-1-methyl-2-(methyloxy)ethyl]oxy}benzoic acid was prepared in an analogous fashion from 2-(azetidin-1-ylcarbonyl)-5-bromopyridine and methyl 3-hydroxy-5-[(1S)-2-methoxy-(1-methylethyl)oxy]benzoate. As a reaction SMILES: [N:1]1([C:5]([C:7]2[CH:12]=[CH:11][C:10](Br)=[CH:9][N:8]=2)=[O:6])[CH2:4][CH2:3][CH2:2]1.[OH:14][C:15]1[CH:16]=[C:17]([CH:22]=[C:23]([O:25][C@@H:26]([CH3:30])[CH2:27][O:28][CH3:29])[CH:24]=1)[C:18]([O:20]C)=[O:19]>>[N:1]1([C:5]([C:7]2[N:8]=[CH:9][C:10]([O:14][C:15]3[CH:16]=[C:17]([CH:22]=[C:23]([O:25][C@@H:26]([CH3:30])[CH2:27][O:28][CH3:29])[CH:24]=3)[C:18]([OH:20])=[O:19])=[CH:11][CH:12]=2)=[O:6])[CH2:4][CH2:3][CH2:2]1. Starting materials: O=C(O)CN(CC(=O)O)C(CCNC(=O)OCc1ccccc1)C(=O)O, [Na+], [OH-]. The product is NCCC(C(=O)O)N(CC(=O)O)CC(=O)O. Reaction SMILES: [CH2:1]([O:2][C:3](=[O:4])[NH:11][CH2:12][CH2:13][CH:14]([C:15](=[O:16])[OH:17])[N:18]([CH2:19][C:20](=[O:21])[OH:22])[CH2:23][C:24](=[O:25])[OH:26])[c:5]1[cH:6][cH:7][cH:8][cH:9][cH:10]1.[Na+:28].[OH-:27]>>[NH2:11][CH2:12][CH2:13][CH:14]([C:15](=[O:16])[OH:17])[N:18]([CH2:19][C:20](=[O:21])[OH:22])[CH2:23][C:24](=[O:25])[OH:26].